describe an organic reaction: reactants, conditions, products, and yield From a dataset of the Open Reaction Database (ORD), a public repository of structured organic reaction records. Reactants: [Al+3], C1CCOC1, [H-], [H-], [H-], [H-], [Li+], CN(C)CCN1C(=O)CCCc2cc(N)ccc21, [Na+], [Na+], [Na+], O=S(=O)([O-])[O-], [OH-]. The product is CN(C)CCN1CCCCc2cc(N)ccc21. As a reaction SMILES: [Al+3:2].[CH2:34]1[O:35][CH2:36][CH2:37][CH2:38]1.[H-:1].[H-:4].[H-:5].[H-:6].[Li+:3].[NH2:7][c:8]1[cH:9][c:10]2[c:11]([cH:23][cH:24]1)[N:12]([CH2:18][CH2:19][N:20]([CH3:21])[CH3:22])[C:13](=[O:17])[CH2:14][CH2:15][CH2:16]2.[Na+:26].[Na+:27].[Na+:28].[O-:29][S:30]([O-:31])(=[O:32])=[O:33].[OH-:25]>>[NH2:7][c:8]1[cH:9][c:10]2[c:11]([cH:23][cH:24]1)[N:12]([CH2:18][CH2:19][N:20]([CH3:21])[CH3:22])[CH2:13][CH2:14][CH2:15][CH2:16]2. Reactants: N1=CC=CC=C1 (pyridine), C(C)(C)(C)OC(=O)N1CCC(CC1)OC1=C(C(=O)NC2=C(C(=O)O)C=CC=C2)C=CC(=C1)N1CCCC1 (2-[2-(1-tert-butoxycarbonylpiperidin-4-yloxy)-4-(pyrrolidin-1-yl)-benzoylamino]benzoic acid), C(C(=O)Cl)(=O)Cl (oxalyl chloride). The reagents and catalysts are CN(C)C=O (DMF). The solvent is C(Cl)Cl (methylene chloride). Reaction conditions: time 2 hour. Yields the product C(C)(C)(C)OC(=O)N1CCC(CC1)OC1=C(C=CC(=C1)N1CCCC1)C1=NC2=C(C(O1)=O)C=CC=C2 (2-[2-(1-tert-Butoxycarbonylpiperidin-4-yloxy)-4-(pyrrolidin-1-yl)phenyl]-4H-3,1-benzoxazin-4-one). Isolated yield 87.4%. As a reaction SMILES: [C:1]([O:5][C:6]([N:8]1[CH2:13][CH2:12][CH:11]([O:14][C:15]2[CH:32]=[C:31]([N:33]3[CH2:37][CH2:36][CH2:35][CH2:34]3)[CH:30]=[CH:29][C:16]=2[C:17]([NH:19][C:20]2[CH:28]=[CH:27][CH:26]=[CH:25][C:21]=2[C:22]([OH:24])=O)=[O:18])[CH2:10][CH2:9]1)=[O:7])([CH3:4])([CH3:3])[CH3:2].N1C=CC=CC=1.C(Cl)(=O)C(Cl)=O>C(Cl)Cl.CN(C=O)C>[C:1]([O:5][C:6]([N:8]1[CH2:13][CH2:12][CH:11]([O:14][C:15]2[CH:32]=[C:31]([N:33]3[CH2:34][CH2:35][CH2:36][CH2:37]3)[CH:30]=[CH:29][C:16]=2[C:17]2[O:18][C:22](=[O:24])[C:21]3[CH:25]=[CH:26][CH:27]=[CH:28][C:20]=3[N:19]=2)[CH2:10][CH2:9]1)=[O:7])([CH3:2])([CH3:3])[CH3:4]. Reported procedure: The 2-[2-(1-tert-butoxycarbonylpiperidin-4-yloxy)-4-(pyrrolidin-1-yl)-benzoylamino]benzoic acid (about 11.23 mmol) was diluted with methylene chloride (115 mL). DMF (4 drops) and pyridine (1.1 mL, 13.6 mmol) were added, followed by oxalyl chloride (1.1 mL, 12.6 mmol). A precipitate formed immediately. After 2 hours, the reaction was filtered and the filtrate was concentrated in vacuo. The crude residue from the filtrate concentration was purified by flash column chromatography (5% EtOAc/CH2Cl2) ... Procedure: To a mixture of 2-(4-(2-amino-5-chloro-3-nitropyridin-4-yl)piperazin-1-yl)-N-(4-methylthiazol-2-yl)acetamide (0.034 g, 0.08 mmol), ethanol (3 ml), and 4-dimethylaminobenzaldehyde (0.015 g, 0.10 mmol) was added a freshly prepared aqueous solution of Na2S2O4 (1M; 0.35 ml, 0.35 mmol). The reaction mixture was heated at 70° C. for 3.5 h, then allowed to cool to room temperature and the solvents were removed in vacuo. The residue was absorbed on silica gel and the free running powder was placed on a ... RXN SMILES: [NH2:1][C:2]1[C:7]([N+:8]([O-])=O)=[C:6]([N:11]2[CH2:16][CH2:15][N:14]([CH2:17][C:18]([NH:20][C:21]3[S:22][CH:23]=[C:24]([CH3:26])[N:25]=3)=[O:19])[CH2:13][CH2:12]2)[C:5]([Cl:27])=[CH:4][N:3]=1.[CH3:28][N:29]([CH3:38])[C:30]1[CH:37]=[CH:36][C:33]([CH:34]=O)=[CH:32][CH:31]=1.[O-]S(S([O-])=O)=O.[Na+].[Na+]>C(O)C>[Cl:27][C:5]1[C:6]([N:11]2[CH2:16][CH2:15][N:14]([CH2:17][C:18]([NH:20][C:21]3[S:22][CH:23]=[C:24]([CH3:26])[N:25]=3)=[O:19])[CH2:13][CH2:12]2)=[C:7]2[N:8]=[C:34]([C:33]3[CH:36]=[CH:37][C:30]([N:29]([CH3:38])[CH3:28])=[CH:31][CH:32]=3)[NH:1][C:2]2=[N:3][CH:4]=1 |f:2.3.4|. The solvent is C(C)O (ethanol). Reactants: NC1=NC=C(C(=C1[N+](=O)[O-])N1CCN(CC1)CC(=O)NC=1SC=C(N1)C)Cl (2-(4-(2-amino-5-chloro-3-nitropyridin-4-yl)piperazin-1-yl)-N-(4-methylthiazol-2-yl)acetamide), CN(C1=CC=C(C=O)C=C1)C (4-dimethylaminobenzaldehyde), [O-]S(=O)S(=O)[O-].[Na+].[Na+] (Na2S2O4). Product: ClC=1C(=C2C(=NC1)NC(=N2)C2=CC=C(C=C2)N(C)C)N2CCN(CC2)CC(=O)NC=2SC=C(N2)C (2-(4-(6-Chloro-2-(4-(dimethylamino)phenyl)-3H-imidazo[4,5-b]pyridin-7-yl)piperazin-1-yl)-N-(4-methylthiazol-2-yl)acetamide). Reaction conditions: temperature 70 celsius. The reactants are BrCc1cc(Br)cc(Br)c1, Cc1cc(C)cc(Sc2[nH]c(=O)[nH]c(=O)c2C(C)C)c1. Product: Cc1cc(C)cc(Sc2c(C(C)C)c(=O)[nH]c(=O)n2Cc2cc(Br)cc(Br)c2)c1. RXN SMILES: [Br:21][c:22]1[cH:23][c:24]([CH2:25][Br:26])[cH:27][c:28]([Br:30])[cH:29]1.[CH:1]([CH3:2])([CH3:3])[c:4]1[c:5](=[O:20])[nH:6][c:7](=[O:19])[nH:8][c:9]1[S:10][c:11]1[cH:12][c:13]([CH3:18])[cH:14][c:15]([CH3:17])[cH:16]1>>[CH:1]([CH3:2])([CH3:3])[c:4]1[c:5](=[O:20])[nH:6][c:7](=[O:19])[n:8]([CH2:25][c:24]2[cH:23][c:22]([Br:21])[cH:29][c:28]([Br:30])[cH:27]2)[c:9]1[S:10][c:11]1[cH:12][c:13]([CH3:18])[cH:14][c:15]([CH3:17])[cH:16]1.